From a dataset of the Open Reaction Database (ORD), a public repository of structured organic reaction records. describe an organic reaction: reactants, conditions, products, and yield The reactants are C(CC#C)N1C(C=2C(C1=O)=CC=CC2)=O (N-(3-butynyl)phthalimide), N (ammonia), N(=[N+]=[N-])COC(C(C)(C)C)=O (2,2-dimethylpropionic acid azidomethyl ester), O=C1C(O)=C([O-])[C@H](O1)[C@@H](O)CO.[Na+] (sodium ascorbate). Reagents/catalysts: [O-]S(=O)(=O)[O-].[Cu+2] (CuSO4). Solvent: O.C(C)(C)(C)O (water t-butanol). Reaction conditions: time 4 hour. Yields the product O=C1N(C(C2=CC=CC=C12)=O)CCC=1N=NN(C1)COC(C(C)(C)C)=O (2,2-dimethylpropionic acid 4-[2-(1,3-dioxo-1,3-dihydroisoindol-2-yl)ethyl]-[1,2,3]triazol-1-ylmethyl ester). Isolated yield 88.7%. As a reaction SMILES: [CH2:1]([N:5]1[C:9](=[O:10])[C:8]2=[CH:11][CH:12]=[CH:13][CH:14]=[C:7]2[C:6]1=[O:15])[CH2:2][C:3]#[CH:4].[N:16]([CH2:19][O:20][C:21](=[O:26])[C:22]([CH3:25])([CH3:24])[CH3:23])=[N+:17]=[N-:18].O=C1O[C@H]([C@H](CO)O)C([O-])=C1O.[Na+].N>[O-]S([O-])(=O)=O.[Cu+2].O.C(O)(C)(C)C>[O:15]=[C:6]1[C:7]2[C:8](=[CH:11][CH:12]=[CH:13][CH:14]=2)[C:9](=[O:10])[N:5]1[CH2:1][CH2:2][C:3]1[N:18]=[N:17][N:16]([CH2:19][O:20][C:21](=[O:26])[C:22]([CH3:24])([CH3:23])[CH3:25])[CH:4]=1 |f:2.3,5.6,7.8|. Procedure details: 702 mg (3.52 mmol) of N-(3-butynyl)phthalimide and 552 mg (3.51 mmol) of 2,2-dimethylpropionic acid azidomethyl ester are suspended in a water/t-butanol mixture (1/1, 10.5 ml). 0.18 ml of a 1M CuSO4 solution is added. 206 mg (1.04 mmol) of sodium ascorbate are then added. After 4 hours, the reaction is stopped by adding aqueous ammonia solution, and the reaction medium is extracted with EtOAc. The organic phase is then washed with brine and dried over MgSO4, filtered and concentrated. 1.11 g of ... Starting materials: CCOC(=O)C1CC(S(=O)(=O)c2ccc(F)cc2Cl)CC1COCc1ccc(OC)cc1, N#CC1(N)CC1. Product: COc1ccc(COCC2CC(S(=O)(=O)c3ccc(F)cc3Cl)CC2C(=O)NC2(C#N)CC2)cc1. Reaction SMILES: [CH2:1]([O:3][C:4](=[O:2])[CH:6]1[CH:7]([CH2:22][O:23][CH2:24][c:25]2[cH:26][cH:27][c:28]([O:31][CH3:32])[cH:29][cH:30]2)[CH2:8][CH:9]([S:11](=[O:12])(=[O:13])[c:14]2[c:15]([Cl:21])[cH:16][c:17]([F:20])[cH:18][cH:19]2)[CH2:10]1)[CH3:5].[NH2:33][C:34]1([C:37]#[N:38])[CH2:35][CH2:36]1>>[O:3]=[C:4]([CH:6]1[CH:7]([CH2:22][O:23][CH2:24][c:25]2[cH:26][cH:27][c:28]([O:31][CH3:32])[cH:29][cH:30]2)[CH2:8][CH:9]([S:11](=[O:12])(=[O:13])[c:14]2[c:15]([Cl:21])[cH:16][c:17]([F:20])[cH:18][cH:19]2)[CH2:10]1)[NH:33][C:34]1([C:37]#[N:38])[CH2:35][CH2:36]1. Yield: 60.1%. Product: C(C1=CC=CC=C1)OC1=C(C=C(C=C1)C1=CC=C(C=C1)N(C)C)C=C1C(NC(S1)=S)=O (5-(4-benzyloxy-4′-dimethylamino-biphenyl-3-ylmethylene)-2-thioxo-thiazolidin-4-one). The reactants are C(C1=CC=CC=C1)OC1=C(C=C(C=C1)C1=CC=C(C=C1)N(C)C)C=O (4-benzyloxy-4′-dimethylaminobiphenyl-3-carbaldehyde), S=C1SCC(N1)=O (2-thioxo-thiazolidin-4-one). Procedure details: 4-Benzyloxy-4′ dimethylaminobiphenyl-3-carbaldehyde (0.1 g, 0.302 mmol) obtained in step 2) was reacted with 2-thioxo-thiazolidin-4-one (0.04 g, 0.302 mmol) in the same procedure as in step 2) of Example 1 to afford the object compound (0.081 g, 60%). As a reaction SMILES: [CH2:1]([O:8][C:9]1[CH:14]=[CH:13][C:12]([C:15]2[CH:20]=[CH:19][C:18]([N:21]([CH3:23])[CH3:22])=[CH:17][CH:16]=2)=[CH:11][C:10]=1[CH:24]=O)[C:2]1[CH:7]=[CH:6][CH:5]=[CH:4][CH:3]=1.[S:26]=[C:27]1[NH:31][C:30](=[O:32])[CH2:29][S:28]1>>[CH2:1]([O:8][C:9]1[CH:14]=[CH:13][C:12]([C:15]2[CH:16]=[CH:17][C:18]([N:21]([CH3:22])[CH3:23])=[CH:19][CH:20]=2)=[CH:11][C:10]=1[CH:24]=[C:29]1[S:28][C:27](=[S:26])[NH:31][C:30]1=[O:32])[C:2]1[CH:7]=[CH:6][CH:5]=[CH:4][CH:3]=1. The reactants are C(C1=CC=CC=C1)NCCO (N-benzylethanolamine), mixture, FC(C(=O)O)(F)F (trifluoroacetic acid), C(Cl)[C@@H]1CO1 ((S)-epichlorohydrin), [OH-].[Na+] (NaOH), C(C1=CC=CC=C1)N1CC(OCC1)CO (N-benzyl-2-hydroxymethylmorpholine), C(C1=CC=CC=C1)N1CCOCCC1 (N-benzyl-1,4-oxazepane). Reagents/catalysts: [C].[Pd] (palladium carbon). The solvent is O (water), CC(C)O (2-propanol), CO (methanol). Run at temperature 10 celsius, time 1 hour. The product is FC(C(=O)O)(F)F.OC[C@H]1CNCCO1 ((R)-2-hydroxymethylmorpholine trifluoroacetate). Reaction SMILES: C(NCCO)C1C=CC=CC=1.C([C@H]1OC1)Cl.[OH-].[Na+].C([N:26]1[CH2:31][CH2:30][O:29][CH:28]([CH2:32][OH:33])[CH2:27]1)C1C=CC=CC=1.C(N1CCCOCC1)C1C=CC=CC=1.[F:48][C:49]([F:54])([F:53])[C:50]([OH:52])=[O:51]>[C].[Pd].CO.O.CC(O)C>[F:48][C:49]([F:54])([F:53])[C:50]([OH:52])=[O:51].[OH:33][CH2:32][C@@H:28]1[O:29][CH2:30][CH2:31][NH:26][CH2:27]1 |f:2.3,7.8,12.13|. Procedure: To a mixture of N-benzylethanolamine (81.7 g, 0.540 mol), 2-propanol (50 ml) and water (50 ml) was added dropwise at 15 to 25° C. (S)-epichlorohydrin (50.0 g, 0.540 mol, 99% ee). After reaction at 15 to 25° C. for 7 hr, aqueous 24% NaOH solution (NET 28.1 g, 0.703 mol) was added at 5 to 10° C. After reaction at 25° C. for 20 hr, the reaction mixture was concentrated under reduced pressure to evaporate 2-propanol. To the residue was added toluene (150 ml) and, after partitioning, the organic laye... Starting materials: C=CCc1cc(C(=O)OCC)ccc1O, Cl, [Na+], [OH-], O. Product: C=CCc1cc(C(=O)O)ccc1O. Reaction SMILES: [CH2:1]([CH3:2])[O:3][C:4]([c:5]1[cH:6][c:7]([CH2:12][CH:13]=[CH2:14])[c:8]([OH:11])[cH:9][cH:10]1)=[O:15].[ClH:18].[Na+:17].[OH-:16].[OH2:19]>>[O:3]=[C:4]([c:5]1[cH:6][c:7]([CH2:12][CH:13]=[CH2:14])[c:8]([OH:11])[cH:9][cH:10]1)[OH:15]. The reactants are O=C(O)c1ccc(CCc2coc3cccc(O)c23)cc1, CCOC(=O)N=NC(=O)OCC, C1CCOC1, OCc1ccccc1, c1ccc(P(c2ccccc2)c2ccccc2)cc1. Product: O=C(OCc1ccccc1)c1ccc(CCc2coc3cccc(O)c23)cc1. RXN SMILES: [C:1](=[O:2])([OH:3])[c:4]1[cH:5][cH:6][c:7]([CH2:10][CH2:11][c:12]2[cH:13][o:14][c:15]3[c:16]2[c:17]([OH:21])[cH:18][cH:19][cH:20]3)[cH:8][cH:9]1.[O:49]=[C:50]([O:51][CH2:52][CH3:53])[N:54]=[N:55][C:56]([O:57][CH2:58][CH3:59])=[O:60].[O:61]1[CH2:62][CH2:63][CH2:64][CH2:65]1.[OH:22][CH2:23][c:24]1[cH:25][cH:26][cH:27][cH:28][cH:29]1.[c:30]1([P:31]([c:32]2[cH:33][cH:34][cH:35][cH:36][cH:37]2)[c:38]2[cH:39][cH:40][cH:41][cH:42][cH:43]2)[cH:44][cH:45][cH:46][cH:47][cH:48]1>>[C:1]([O:2][CH2:23][c:24]1[cH:25][cH:26][cH:27][cH:28][cH:29]1)(=[O:3])[c:4]1[cH:5][cH:6][c:7]([CH2:10][CH2:11][c:12]2[cH:13][o:14][c:15]3[c:16]2[c:17]([OH:21])[cH:18][cH:19][cH:20]3)[cH:8][cH:9]1. Solvent: O1CCOCC1 (dioxane), O (water). Reactants: FC1=C(C=CC=C1)B(O)O (2-Fluorophenylboronic acid), BrC1=C(C=C(C=C1)O)Cl (4-bromo-3-chlorophenol), C([O-])([O-])=O.[Cs+].[Cs+] (caesium carbonate). As a reaction SMILES: [F:1][C:2]1[CH:7]=[CH:6][CH:5]=[CH:4][C:3]=1B(O)O.Br[C:12]1[CH:17]=[CH:16][C:15]([OH:18])=[CH:14][C:13]=1[Cl:19].C(=O)([O-])[O-].[Cs+].[Cs+]>O1CCOCC1.O.C1C=CC(/C=C/C(/C=C/C2C=CC=CC=2)=O)=CC=1.C1C=CC(/C=C/C(/C=C/C2C=CC=CC=2)=O)=CC=1.C1C=CC(/C=C/C(/C=C/C2C=CC=CC=2)=O)=CC=1.[Pd].[Pd]>[Cl:19][C:13]1[CH:14]=[C:15]([OH:18])[CH:16]=[CH:17][C:12]=1[C:3]1[CH:4]=[CH:5][CH:6]=[CH:7][C:2]=1[F:1] |f:2.3.4,7.8.9.10.11|. Isolated yield 82.9%. Yields the product ClC1=C(C=CC(=C1)O)C1=C(C=CC=C1)F (2-Chloro-2′-fluorobiphenyl-4-ol). Reported procedure: 2-Fluorophenylboronic acid (0.405 g, 2.89 mmol) and 4-bromo-3-chlorophenol (0.500 g, 2.41 mmol) were dissolved in dioxane (10 mL). A solution of caesium carbonate (2.35 g, 7.21 mmol) in water (2 mL) was added and the reaction mixture was degassed. Tetrakis(triphenylphosphine)palladium (0) (0.280 g, 0.242 mmol) was added and reaction was further degassed before heating the reaction at 100° C. for 18 hours. The cooled reaction mixture was filtered through a pad of celite. The filtrate was diluted ... The reagents and catalysts are C=1C=CC(=CC1)/C=C/C(=O)/C=C/C2=CC=CC=C2.C=1C=CC(=CC1)/C=C/C(=O)/C=C/C2=CC=CC=C2.C=1C=CC(=CC1)/C=C/C(=O)/C=C/C2=CC=CC=C2.[Pd].[Pd] (Tris(dibenzylideneacetone)dipalladium). Reactants: [C+4], CO, [H][H], CC(C)(C)COC(=O)N1CCN(c2cc([N+](=O)[O-])ccn2)CC1, [OH-], [OH-], [OH-], [OH-], [OH-], [OH-], [Pd+2]. Yields the product CC(C)(C)COC(=O)N1CCN(c2cc(N)ccn2)CC1. Reaction SMILES: [C+4:28].[CH3:26][OH:27].[H:24][H:25].[N+:1]([O-:2])(=[O:3])[c:4]1[cH:5][c:6]([N:10]2[CH2:11][CH2:12][N:13]([C:16](=[O:17])[O:18][CH2:19][C:20]([CH3:21])([CH3:22])[CH3:23])[CH2:14][CH2:15]2)[n:7][cH:8][cH:9]1.[OH-:29].[OH-:31].[OH-:32].[OH-:33].[OH-:34].[OH-:35].[Pd+2:30]>>[NH2:1][c:4]1[cH:5][c:6]([N:10]2[CH2:11][CH2:12][N:13]([C:16](=[O:17])[O:18][CH2:19][C:20]([CH3:21])([CH3:22])[CH3:23])[CH2:14][CH2:15]2)[n:7][cH:8][cH:9]1. Reported procedure: The title compound is prepared by following Method C, using 4-iodo-benzoic acid (4.46 g, 17.97 mmol), oxalyl chloride (5.2 mL, 59.11 mmol) and N*2*-(2-dimethylamino-ethyl)-N*2*-methyl-benzothiazole-2,6-diamine (3.0 g, 11.98 mmol) to afford 3.77 g, 66%). LC/MS, Retention time=5.62 min; (m/z): calcd for C19H211N4OS: 480.4; found: 480.7. Starting materials: IC1=CC=C(C(=O)O)C=C1 (4-iodo-benzoic acid), C(C(=O)Cl)(=O)Cl (oxalyl chloride), CN(CCN(C=1SC2=C(N1)C=CC(=C2)N)C)C (N*2*-(2-dimethylamino-ethyl)-N*2*-methyl-benzothiazole-2,6-diamine). Reaction SMILES: [I:1][C:2]1[CH:10]=[CH:9][C:5]([C:6]([OH:8])=O)=[CH:4][CH:3]=1.C(Cl)(=O)C(Cl)=O.[CH3:17][N:18]([CH3:33])[CH2:19][CH2:20][N:21]([CH3:32])[C:22]1[S:23][C:24]2[CH:30]=[C:29]([NH2:31])[CH:28]=[CH:27][C:25]=2[N:26]=1>>[CH3:17][N:18]([CH3:33])[CH2:19][CH2:20][N:21]([CH3:32])[C:22]1[S:23][C:24]2[CH:30]=[C:29]([NH:31][C:6](=[O:8])[C:5]3[CH:4]=[CH:3][C:2]([I:1])=[CH:10][CH:9]=3)[CH:28]=[CH:27][C:25]=2[N:26]=1. The product is CN(CCN(C=1SC2=C(N1)C=CC(=C2)NC(C2=CC=C(C=C2)I)=O)C)C (N-{2-[(2-Dimethylamino-ethyl)-methyl-amino]-benzothiazol-6-yl}-4-iodo-benzamide). Starting materials: [Si](C)(C)(C(C)(C)C)O[C@H](CC(=O)OCC1=CC=CC=C1)CC(=O)N ((S)-Benzyl 3-[tert-butyldimethylsilyloxy]glutaramate), [H][H] (hydrogen). Reagents/catalysts: [Pd] (Palladium on charcoal). Run in C(C)(=O)OCC (ethyl acetate). Product: [Si](C)(C)(C(C)(C)C)O[C@@H](CC(=O)N)CC(=O)O ((S)-3-[tert-butyldimethylsilyloxy]glutaric acid monoamide). RXN SMILES: [Si:1]([O:8][C@@H:9]([CH2:21][C:22]([NH2:24])=[O:23])[CH2:10][C:11]([O:13]CC1C=CC=CC=1)=[O:12])([C:4]([CH3:7])([CH3:6])[CH3:5])([CH3:3])[CH3:2].[H][H]>C(OCC)(=O)C.[Pd]>[Si:1]([O:8][C@H:9]([CH2:10][C:11]([OH:13])=[O:12])[CH2:21][C:22]([NH2:24])=[O:23])([C:4]([CH3:6])([CH3:7])[CH3:5])([CH3:3])[CH3:2]. Reported procedure: (S)-Benzyl 3-[tert-butyldimethylsilyloxy]glutaramate from example-3 (48.5 g) was dissolved in ethyl acetate (350 ml) and placed in a 500 ml glass pressure reactor with magnetic stirring. Palladium on charcoal catalyst (5%, 0.48 g) was added to this and the mixture was hydrogenated under 2.7 atmosphere of hydrogen for 4 hours. The pressure was released and the mixture was filtered. The catalyst was washed with 25 ml ethyl acetate and kept for reuse. The filtrate was mixed with water. The pH of th...